From a dataset of the Open Reaction Database (ORD), a public repository of structured organic reaction records. describe an organic reaction: reactants, conditions, products, and yield The reactants are CC(C)(C)OC(=O)N1CCC(Nc2ncnc(Nc3ccc(S(C)(=O)=O)cc3)c2[N+](=O)[O-])CC1, Cl, C1COCCO1. Yields the product CS(=O)(=O)c1ccc(Nc2ncnc(NC3CCNCC3)c2[N+](=O)[O-])cc1. RXN SMILES: [C:1]([O:2][C:3](=[O:4])[N:8]1[CH2:9][CH2:10][CH:11]([NH:14][c:15]2[n:16][cH:17][n:18][c:19]([NH:24][c:25]3[cH:26][cH:27][c:28]([S:31](=[O:32])(=[O:33])[CH3:34])[cH:29][cH:30]3)[c:20]2[N+:21](=[O:22])[O-:23])[CH2:12][CH2:13]1)([CH3:5])([CH3:6])[CH3:7].[ClH:35].[O:36]1[CH2:37][CH2:38][O:39][CH2:40][CH2:41]1>>[NH:8]1[CH2:9][CH2:10][CH:11]([NH:14][c:15]2[n:16][cH:17][n:18][c:19]([NH:24][c:25]3[cH:26][cH:27][c:28]([S:31](=[O:32])(=[O:33])[CH3:34])[cH:29][cH:30]3)[c:20]2[N+:21](=[O:22])[O-:23])[CH2:12][CH2:13]1.